From a dataset of the Open Reaction Database (ORD), a public repository of structured organic reaction records. describe an organic reaction: reactants, conditions, products, and yield Starting materials: CC(=O)OCCBr, CC(C)=O, CCOCC, [K+], [K+], O=C([O-])[O-], COc1cc(C=O)ccc1O. Product: COc1cc(C=O)ccc1OCCOC(C)=O. Reaction SMILES: [C:18]([CH3:19])(=[O:20])[O:21][CH2:22][CH2:23][Br:24].[CH3:25][C:26](=[O:27])[CH3:28].[CH3:29][CH2:30][O:31][CH2:32][CH3:33].[K+:12].[K+:13].[O-:14][C:15]([O-:16])=[O:17].[OH:1][c:2]1[c:3]([O:10][CH3:11])[cH:4][c:5]([CH:6]=[O:7])[cH:8][cH:9]1>>[O:1]([c:2]1[c:3]([O:10][CH3:11])[cH:4][c:5]([CH:6]=[O:7])[cH:8][cH:9]1)[CH2:23][CH2:22][O:21][C:18]([CH3:19])=[O:20]. The solvent is CC(C)(C)OC(N(C)C)N(C)C (Brederick's reagent). Product: C(C1=CC=CC=C1)N1CC2C(C(C(C1)C2)=O)=CN(C)C (3-Benzyl-7-dimethylaminomethylene-3-aza-bicyclo[3.2.1]octan-6-one). As a reaction SMILES: [CH2:1]([N:8]1[CH2:14][CH:13]2[CH2:15][CH:10]([CH2:11][C:12]2=[O:16])[CH2:9]1)[C:2]1[CH:7]=[CH:6][CH:5]=[CH:4][CH:3]=1>CC(OC(N(C)C)N(C)C)(C)C>[CH2:1]([N:8]1[CH2:14][CH:13]2[CH2:15][CH:10]([C:11](=[CH:1][N:8]([CH3:14])[CH3:9])[C:12]2=[O:16])[CH2:9]1)[C:2]1[CH:3]=[CH:4][CH:5]=[CH:6][CH:7]=1. Reactants: C(C1=CC=CC=C1)N1CC2CC(C(C1)C2)=O (3-benzyl-3-aza-bicyclo[3.2.1]octan-6-one). Run at temperature 100 celsius. Procedure details: To 3-benzyl-3-aza-bicyclo[3.2.1]octan-6-one (3.2 mmol) was taken up in Brederick's reagent (tris-(N,N-dimethylamino)methane, 10 mL) and heated for 8 h at 100° C. Excess Brederick's was removed in vacuo and the crude product was used as is in subsequent steps. 1H NMR (CDCl3, 400 MHz) δ 7.50 (m, 5H), 3.56 (s, 3H), 2.99 (s, 6H), 2.40–2.20 (m, 4H), 1.95 (m, 2H), 2.56 (m, 2H); APCl MS m/z 271.3 (M+H)+. The reactants are CCOC(=O)c1cc2c(Oc3cc(C)ccc3[N+](=O)[O-])cccc2[nH]1, CCOC(C)=O. Yields the product CCOC(=O)c1cc2c(Oc3cc(C)ccc3N)cccc2[nH]1. RXN SMILES: [CH2:1]([CH3:2])[O:3][C:4](=[O:5])[c:6]1[nH:7][c:8]2[cH:9][cH:10][cH:11][c:12]([O:15][c:16]3[c:17]([N+:23]([O-:24])=[O:25])[cH:18][cH:19][c:20]([CH3:22])[cH:21]3)[c:13]2[cH:14]1.[CH3:26][CH2:27][O:28][C:29](=[O:30])[CH3:31]>>[CH2:1]([CH3:2])[O:3][C:4](=[O:5])[c:6]1[nH:7][c:8]2[cH:9][cH:10][cH:11][c:12]([O:15][c:16]3[c:17]([NH2:23])[cH:18][cH:19][c:20]([CH3:22])[cH:21]3)[c:13]2[cH:14]1. Reactants: O=C([O-])[O-], COC1CCC(NC(=O)C(CCSC)NC(=O)OCc2ccccc2)C(CNC(=O)OC(C)(C)C)C1, CCOC(C)=O, [Cs+], [Cs+], CI, CN(C)C=O. Product: COC1CCC(N2CCC(NC(=O)OCc3ccccc3)C2=O)C(CNC(=O)OC(C)(C)C)C1. As a reaction SMILES: [C:37](=[O:38])([O-:39])[O-:40].[CH2:1]([c:2]1[cH:3][cH:4][cH:5][cH:6][cH:7]1)[O:8][C:9](=[O:10])[NH:11][CH:12]([C:13](=[O:14])[NH:15][CH:16]1[CH:17]([CH2:24][NH:25][C:26]([O:27][C:28]([CH3:29])([CH3:30])[CH3:31])=[O:32])[CH2:18][CH:19]([O:22][CH3:23])[CH2:20][CH2:21]1)[CH2:33][CH2:34][S:35][CH3:36].[CH3:50][CH2:51][O:52][C:53]([CH3:54])=[O:55].[Cs+:41].[Cs+:42].[I:43][CH3:44].[O:45]=[CH:46][N:47]([CH3:48])[CH3:49]>>[CH2:1]([c:2]1[cH:3][cH:4][cH:5][cH:6][cH:7]1)[O:8][C:9](=[O:10])[NH:11][CH:12]1[C:13](=[O:14])[N:15]([CH:16]2[CH:17]([CH2:24][NH:25][C:26]([O:27][C:28]([CH3:29])([CH3:30])[CH3:31])=[O:32])[CH2:18][CH:19]([O:22][CH3:23])[CH2:20][CH2:21]2)[CH2:34][CH2:33]1. Reactants: COC(CNC(=O)C1=CC2=C(N(C(=N2)NC=2SC3=C(N2)C=CC(=C3)OC(F)(F)F)C)C=C1)=O ({[1-Methyl-2-(6-trifluoromethoxy-benzothiazol-2-ylamino)-1H-benzoimidazole-5-carbonyl]-amino}-acetic acid methyl ester), [Li+].[OH-] (LiOH). Product: CN1C(=NC2=C1C=CC(=C2)C(=O)NCC(=O)O)NC=2SC1=C(N2)C=CC(=C1)OC(F)(F)F ({[1-Methyl-2-(6-trifluoromethoxy-benzothiazol-2-ylamino)-1H-benzoimidazole-5-carbonyl]-amino}-acetic acid). Yield: 90.6%. As a reaction SMILES: C[O:2][C:3](=[O:33])[CH2:4][NH:5][C:6]([C:8]1[CH:32]=[CH:31][C:11]2[N:12]([CH3:30])[C:13]([NH:15][C:16]3[S:17][C:18]4[CH:24]=[C:23]([O:25][C:26]([F:29])([F:28])[F:27])[CH:22]=[CH:21][C:19]=4[N:20]=3)=[N:14][C:10]=2[CH:9]=1)=[O:7].[Li+].[OH-]>>[CH3:30][N:12]1[C:11]2[CH:31]=[CH:32][C:8]([C:6]([NH:5][CH2:4][C:3]([OH:33])=[O:2])=[O:7])=[CH:9][C:10]=2[N:14]=[C:13]1[NH:15][C:16]1[S:17][C:18]2[CH:24]=[C:23]([O:25][C:26]([F:29])([F:28])[F:27])[CH:22]=[CH:21][C:19]=2[N:20]=1 |f:1.2|. Procedure: {[1-Methyl-2-(6-trifluoromethoxy-benzothiazol-2-ylamino)-1H-benzoimidazole-5-carbonyl]-amino}-acetic acid (211 mg) was prepared by following General Procedure E starting from {[1-Methyl-2-(6-trifluoromethoxy-benzothiazol-2-ylamino)-1H-benzoimidazole-5-carbonyl]-amino}-acetic acid methyl ester (240 mg), and LiOH (1.0 ml, 2.0 N solution in water). LC/MS: m/z 467.